The task is: describe an organic reaction: reactants, conditions, products, and yield. This data is from the Open Reaction Database (ORD), a public repository of structured organic reaction records. The reactants are O=C([O-])[O-], CC(=O)[O-], CC(=O)[O-], CN(C)C=O, O=C(O)c1cc(F)c(F)cc1Cl, Cl, [Cu+2], [K+], [K+], O, Nc1ccnn1-c1ccccn1. The product is O=C(O)c1cc(F)c(F)cc1Nc1ccnn1-c1ccccn1. Reaction SMILES: [C:25](=[O:26])([O-:27])[O-:28].[C:37]([O-:38])(=[O:39])[CH3:40].[C:42]([O-:43])(=[O:44])[CH3:45].[CH3:32][N:33]([CH3:34])[CH:35]=[O:36].[Cl:13][c:14]1[c:15]([C:16](=[O:17])[OH:18])[cH:19][c:20]([F:24])[c:21]([F:23])[cH:22]1.[ClH:31].[Cu+2:41].[K+:29].[K+:30].[OH2:46].[n:1]1[c:2](-[n:7]2[n:8][cH:9][cH:10][c:11]2[NH2:12])[cH:3][cH:4][cH:5][cH:6]1>>[n:1]1[c:2](-[n:7]2[n:8][cH:9][cH:10][c:11]2[NH:12][c:14]2[c:15]([C:16](=[O:17])[OH:18])[cH:19][c:20]([F:24])[c:21]([F:23])[cH:22]2)[cH:3][cH:4][cH:5][cH:6]1. The reactants are C1CCOC1, [CH2]C, CCOC(C)=O, Cl, N#Cc1ccccc1. The product is CCOC(=O)CC(=O)c1ccccc1. Reaction SMILES: [CH2:18]1[CH2:21][CH2:20][CH2:19][O:22]1.[CH2:1][CH3:2].[CH3:12][CH2:13][O:14][C:15]([CH3:16])=[O:17].[ClH:11].[N:3]#[C:4][c:5]1[cH:6][cH:7][cH:8][cH:9][cH:10]1>>[C:4]([c:5]1[cH:6][cH:7][cH:8][cH:9][cH:10]1)([CH2:16][C:15]([O:14][CH2:13][CH3:12])=[O:17])=[O:22]. Run in C1CCOC1 (THF), C1CCOC1 (THF). Yield: 4.9%. Reported procedure: To a mixture of 5-(aminosulfonyl)-2-chlorobenzoic acid (33 mg, 0.14 mmol) in THF in a vial was added PS-DCC (0.1 g, 0.155 mmol), PS-HOBt (0.12 g, 0.159 mmol) and then above crude 5-cyclohexyl-1,3,4-thiadiazol-2-amine (30 mg, 0.16 mmol). The reaction mixture in the vial was shaken for overnight. The reaction slurry was diluted with more THF, and filtrated to remove polymer bound reagents. The filtrate was concentrated, and then the residue was purified by using a Gilson preparative HPLC system wi... Reaction SMILES: [NH2:1][S:2]([C:5]1[CH:6]=[CH:7][C:8]([Cl:14])=[C:9]([CH:13]=1)[C:10]([OH:12])=O)(=[O:4])=[O:3].C1CCC(N=C=NC2CCCCC2)CC1.C1C=CC2N(O)N=NC=2C=1.[CH:40]1([C:46]2[S:50][C:49]([NH2:51])=[N:48][N:47]=2)[CH2:45][CH2:44][CH2:43][CH2:42][CH2:41]1>C1COCC1>[NH2:1][S:2]([C:5]1[CH:6]=[CH:7][C:8]([Cl:14])=[C:9]([CH:13]=1)[C:10]([NH:51][C:49]1[S:50][C:46]([CH:40]2[CH2:45][CH2:44][CH2:43][CH2:42][CH2:41]2)=[N:47][N:48]=1)=[O:12])(=[O:3])=[O:4]. The product is NS(=O)(=O)C=1C=CC(=C(C(=O)NC=2SC(=NN2)C2CCCCC2)C1)Cl (5-(aminosulfonyl)-2-chloro-N-(5-cyclohexyl-1,3,4-thiadiazol-2-yl)benzamide). Reactants: C1(CCCCC1)C1=NN=C(S1)N (5-cyclohexyl-1,3,4-thiadiazol-2-amine), C1CCC(CC1)N=C=NC2CCCCC2 (DCC), C=1C=CC2=C(C1)N=NN2O (HOBt), NS(=O)(=O)C=1C=CC(=C(C(=O)O)C1)Cl (5-(aminosulfonyl)-2-chlorobenzoic acid). Run at time 8 hour. Starting materials: O=C([O-])O, CCOC(=O)Cl, Cl, [Na+], O=C(O)C(S)c1ccc(-c2ccccc2Cl)cc1, c1ccncc1. The product is CCOC(=O)SC(C(=O)O)c1ccc(-c2ccccc2Cl)cc1. As a reaction SMILES: [C:25](=[O:26])([OH:27])[O-:28].[Cl:19][C:20](=[O:21])[O:22][CH2:23][CH3:24].[ClH:30].[Na+:29].[SH:1][CH:2]([C:3](=[O:4])[OH:5])[c:6]1[cH:7][cH:8][c:9](-[c:12]2[c:13]([Cl:18])[cH:14][cH:15][cH:16][cH:17]2)[cH:10][cH:11]1.[cH:31]1[cH:32][cH:33][n:34][cH:35][cH:36]1>>[S:1]([CH:2]([C:3](=[O:4])[OH:5])[c:6]1[cH:7][cH:8][c:9](-[c:12]2[c:13]([Cl:18])[cH:14][cH:15][cH:16][cH:17]2)[cH:10][cH:11]1)[C:20](=[O:21])[O:22][CH2:23][CH3:24]. Reactants: OCCO, Cc1ccccc1, N#CC1(c2ccsc2)CCC(=O)CC1, Cc1ccc(S(=O)(=O)O)cc1. Product: N#CC1(c2ccsc2)CCC2(CC1)OCCO2. As a reaction SMILES: [CH2:12]([CH2:13][OH:14])[OH:15].[CH3:30][c:31]1[cH:32][cH:33][cH:34][cH:35][cH:36]1.[O:16]=[C:17]1[CH2:18][CH2:19][C:20]([C:23]#[N:24])([c:25]2[cH:26][s:27][cH:28][cH:29]2)[CH2:21][CH2:22]1.[c:1]1([CH3:2])[cH:3][cH:4][c:5]([S:6]([OH:7])(=[O:8])=[O:9])[cH:10][cH:11]1>>[CH2:12]1[CH2:13][O:14][C:17]2([O:15]1)[CH2:18][CH2:19][C:20]([C:23]#[N:24])([c:25]1[cH:26][s:27][cH:28][cH:29]1)[CH2:21][CH2:22]2. Starting materials: NC([C@H](CC(C)C)NC([C@H](C(C)(C)C)NC(=O)N1N=C(C=2CN(CCC21)C)C2=C(C=C(C(=C2)F)F)F)=O)=O (N-((S)-1-((S)-1-amino-4-methyl-1-oxopentan-2-ylamino)-3,3-dimethyl-1-oxobutan-2-yl)-5-methyl-3-(2,4,5-trifluorophenyl)-4,5,6,7-tetrahydro-1H-pyrazolo[4,3-c]pyridine-1-carboxamide), CNC(=O)[C@H]1NCCC1 ((S)-N-methylpyrrolidine-2-carboxamide). Yields the product CC([C@@H](C(=O)N1[C@@H](CCC1)C(NC)=O)NC(=O)N1N=C(C=2CN(CCC21)C)C2=C(C=C(C(=C2)F)F)F)(C)C (N-((S)-3,3-dimethyl-1-((S)-2-(methyl-carbamoyl)pyrrolidin-1-yl)-1-oxobutan-2-yl)-5-methyl-3-(2,4,5-trifluorophenyl)-4,5,6,7-tetrahydro-1H-pyrazolo[4,3-c]pyridine-1-carboxamide). As a reaction SMILES: [NH2:1][C:2](=[O:38])[C@@H:3]([NH:8][C:9](=[O:37])[C@@H:10]([NH:15][C:16]([N:18]1[C:26]2[CH2:25][CH2:24][N:23]([CH3:27])[CH2:22][C:21]=2[C:20]([C:28]2[CH:33]=[C:32]([F:34])[C:31]([F:35])=[CH:30][C:29]=2[F:36])=[N:19]1)=[O:17])[C:11]([CH3:14])([CH3:13])[CH3:12])[CH2:4][CH:5]([CH3:7])C.[CH3:39]NC([C@@H]1CCCN1)=O>>[CH3:14][C:11]([CH3:12])([CH3:13])[C@H:10]([NH:15][C:16]([N:18]1[C:26]2[CH2:25][CH2:24][N:23]([CH3:27])[CH2:22][C:21]=2[C:20]([C:28]2[CH:33]=[C:32]([F:34])[C:31]([F:35])=[CH:30][C:29]=2[F:36])=[N:19]1)=[O:17])[C:9]([N:8]1[CH2:7][CH2:5][CH2:4][C@H:3]1[C:2](=[O:38])[NH:1][CH3:39])=[O:37]. Procedure: Compound 76 was prepared according to the procedure for the synthesis of compound 72 by replacing leucine amide with (S)-N-methylpyrrolidine-2-carboxamide. LCMS (+ESI) m/z=535.2 [M+H]+. The reactants are FC1=CC(=C(C=C1)C(CCC#N)C1=CNC2=C(C=CC=C12)CSC)C (4-(4-Fluoro-2-methylphenyl)-4-{7-[(methylsulfanyl)methyl]-1H-indol-3-yl}butanonitrile), ClCCl (dichloromethane), ClC1=CC(=CC=C1)C(=O)OO (meta-chloroperbenzoic acid). Run in CO (methanol). Conditions: time 4 hour. Product: FC1=CC(=C(C=C1)C(CCC#N)C1=CNC2=C(C=CC=C12)CS(=O)C)C (4-(4-Fluoro-2-methylphenyl)-4-{7-[(methylsulfinyl)methyl]-1H-indol-3-yl}butanonitrile). As a reaction SMILES: [F:1][C:2]1[CH:7]=[CH:6][C:5]([CH:8]([C:13]2[C:21]3[C:16](=[C:17]([CH2:22][S:23][CH3:24])[CH:18]=[CH:19][CH:20]=3)[NH:15][CH:14]=2)[CH2:9][CH2:10][C:11]#[N:12])=[C:4]([CH3:25])[CH:3]=1.ClCCl.ClC1C=CC=C(C(OO)=[O:37])C=1>CO>[F:1][C:2]1[CH:7]=[CH:6][C:5]([CH:8]([C:13]2[C:21]3[C:16](=[C:17]([CH2:22][S:23]([CH3:24])=[O:37])[CH:18]=[CH:19][CH:20]=3)[NH:15][CH:14]=2)[CH2:9][CH2:10][C:11]#[N:12])=[C:4]([CH3:25])[CH:3]=1. Reported procedure: 50 mg (0.14 mmol) of the compound from Example 46 were introduced into 10 ml of dichloromethane at RT, 35.0 mg (0.14 mmol) of 70% pure meta-chloroperbenzoic acid were added, and the mixture was stirred at RT for 4 h. 2 ml of methanol were added, and the residue after concentration was taken up in dichloromethane and saturated aqueous sodium bicarbonate solution, the phases were separated, the organic phase was washed twice with saturated aqueous sodium bicarbonate solution, water and saturated a... The reactants are O=C(Cl)c1ccccc1, O=C(O)C1CCCN1C(=O)CC[SeH], c1ccncc1. Product: O=C([Se]CCC(=O)N1CCCC1C(=O)O)c1ccccc1. As a reaction SMILES: [C:14]([c:15]1[cH:16][cH:17][cH:18][cH:19][cH:20]1)(=[O:21])[Cl:22].[SeH:1][CH2:2][CH2:3][C:4](=[O:5])[N:6]1[CH:7]([C:8](=[O:9])[OH:10])[CH2:11][CH2:12][CH2:13]1.[cH:23]1[cH:24][cH:25][n:26][cH:27][cH:28]1>>[Se:1]([CH2:2][CH2:3][C:4](=[O:5])[N:6]1[CH:7]([C:8](=[O:9])[OH:10])[CH2:11][CH2:12][CH2:13]1)[C:14]([c:15]1[cH:16][cH:17][cH:18][cH:19][cH:20]1)=[O:21].